From a dataset of the Open Reaction Database (ORD), a public repository of structured organic reaction records. describe an organic reaction: reactants, conditions, products, and yield Reactants: ClC=1C=CC(=C(C1)C1=CC(N(C=C1OC)C(C(=O)NC1=CC(=C(C(=O)OC)C=C1)C)C(C)C)=O)C#N (methyl 4-({2-[4-(5-chloro-2-cyanophenyl)-5-methoxy-2-oxopyridin-1(2H)-yl]-3-methylbutanoyl}amino)-2-methylbenzoate), [OH-].[Na+] (sodium hydroxide). Solvent: CO (methanol). Yields the product ClC=1C=CC(=C(C1)C1=CC(N(C=C1OC)C(C(=O)NC1=CC(=C(C(=O)O)C=C1)C)C(C)C)=O)C#N (4-({2-[4-(5-Chloro-2-cyanophenyl)-5-methoxy-2-oxopyridin-1(2H)-yl]-3-methylbutanoyl}amino)-2-methylbenzoic acid). RXN SMILES: [Cl:1][C:2]1[CH:3]=[CH:4][C:5]([C:35]#[N:36])=[C:6]([C:8]2[C:13]([O:14][CH3:15])=[CH:12][N:11]([CH:16]([CH:31]([CH3:33])[CH3:32])[C:17]([NH:19][C:20]3[CH:29]=[CH:28][C:23]([C:24]([O:26]C)=[O:25])=[C:22]([CH3:30])[CH:21]=3)=[O:18])[C:10](=[O:34])[CH:9]=2)[CH:7]=1.[OH-].[Na+]>CO>[Cl:1][C:2]1[CH:3]=[CH:4][C:5]([C:35]#[N:36])=[C:6]([C:8]2[C:13]([O:14][CH3:15])=[CH:12][N:11]([CH:16]([CH:31]([CH3:33])[CH3:32])[C:17]([NH:19][C:20]3[CH:29]=[CH:28][C:23]([C:24]([OH:26])=[O:25])=[C:22]([CH3:30])[CH:21]=3)=[O:18])[C:10](=[O:34])[CH:9]=2)[CH:7]=1 |f:1.2|. Procedure details: 105 mg (207 μmol) of methyl 4-({2-[4-(5-chloro-2-cyanophenyl)-5-methoxy-2-oxopyridin-1(2H)-yl]-3-methylbutanoyl}amino)-2-methylbenzoate (racemate) were dissolved in 4.0 ml of methanol. 0.83 ml of a 1N sodium hydroxide solution was added and the mixture was heated to reflux for 1 h. The reaction mixture was then concentrated under reduced pressure and the residue was taken up in water and acidified with 1N aqueous hydrochloric acid. The mixture was extracted with ethyl acetate, the organic phase ... Starting materials: β, [Cl-] (chloride), COC1=C(N)C=C(C(=C1)[N+](=O)[O-])Cl (2 -methoxy 4 -nitro 5 -chloroaniline). The solvent is C1=CC=CC=C1 (benzene), O (water), C1=CC=CC=C1 (benzene), N1=CC=CC=C1 (pyridine). Reaction conditions: time 2 hour. The product is ClCCC(=O)NC1=C(C=C(C(=C1)Cl)[N+](=O)[O-])OC (1-(β chloro propionylamino) 2 -methoxy 4 -nitro 5 -chlorobenzene). Yield: 40.0%. RXN SMILES: [CH3:1][O:2][C:3]1[CH:9]=[C:8]([N+:10]([O-:12])=[O:11])[C:7]([Cl:13])=[CH:6][C:4]=1[NH2:5].[Cl-:14]>C1C=CC=CC=1.N1C=CC=CC=1.O>[Cl:14][CH2:6][CH2:4][C:3]([NH:5][C:4]1[CH:6]=[C:7]([Cl:13])[C:8]([N+:10]([O-:12])=[O:11])=[CH:9][C:3]=1[O:2][CH3:1])=[O:2]. Procedure details: 17.2 g of 2 -methoxy 4 -nitro 5 -chloroaniline dissolved in 150 ml benzene are added with 11.1 g of β chloropropionly chloride dissolved in 40 ml benzene and 2 ml pyridine. The reaction mixture is kept under stirring at room temperature for two hours then diluted with 250 ml water. The benzenic phase is separated while the aqueous phase is extracted twice with benzene. The benzenic solutions are united, washed with 2N hydrochloric acid then with water, dried on sodium sulphate, filtered and evap...